From a dataset of the Open Reaction Database (ORD), a public repository of structured organic reaction records. describe an organic reaction: reactants, conditions, products, and yield Conditions: temperature 30 celsius. Reactants: NC1=C(C(=NN1)NC1=CC=C(C=C1)N(C)C)C#N (5-amino-4-cyano-3-(4-dimethylamino-phenylamino)-pyrazole), C(C)OC(N(C)C)OCC (N,N-dimethylformamide diethyl acetal). As a reaction SMILES: [NH2:1][C:2]1[NH:6][N:5]=[C:4]([NH:7][C:8]2[CH:13]=[CH:12][C:11]([N:14]([CH3:16])[CH3:15])=[CH:10][CH:9]=2)[C:3]=1[C:17]#[N:18].C(O[CH:22](OCC)[N:23]([CH3:25])[CH3:24])C>C1(C)C=CC=CC=1>[C:17]([C:3]1[C:4]([NH:7][C:8]2[CH:9]=[CH:10][C:11]([N:14]([CH3:15])[CH3:16])=[CH:12][CH:13]=2)=[N:5][NH:6][C:2]=1[N:1]=[CH:22][N:23]([CH3:25])[CH3:24])#[N:18]. Yields the product C(#N)C=1C(=NNC1N=CN(C)C)NC1=CC=C(C=C1)N(C)C (4-Cyano-5-(dimethylamino-methyleneamino)-3-(4-dimethylamino-phenylamino)-pyrazole). Procedure details: A suspension of 10 g (41.3 mmol) of 5-amino-4-cyano-3-(4-dimethylamino-phenylamino)-pyrazole [for preparation see: Arch.Pharm.(Weinheim) 326, 245 (1993)] in 8.75 ml (49.5 mmol) of N,N-dimethylformamide diethyl acetal (97%) and 200 ml of toluene is heated under reflux for 1 hour. The reaction mixture is then cooled to approx. 30° C. and filtered and the filter residue is washed with toluene, yielding the title compound; m.p. 281-282° C. (decomp.). Solvent: C1(=CC=CC=C1)C (toluene). Starting materials: C1(=C(C(=CC(=C1)C)C)C=O)C (mesitaldehyde), ClC1=CC=CC=C1 (chlorobenzene), C1(CCCCC1)=O (cyclohexanone). Reagents/catalysts: C(C)(=O)[O-].[Co+2].C(C)(=O)[O-] (cobalt (II) acetate). The solvent is C(C)(=O)O (acetic acid). Reaction conditions: time 8 hour. The product is C1(=C(C(=CC(=C1)C)C)C(=O)O)C (mesitoic acid). Yield: 54.1%. RXN SMILES: [C:1]1([CH3:11])[CH:6]=[C:5]([CH3:7])[CH:4]=[C:3]([CH3:8])[C:2]=1[CH:9]=[O:10].ClC1C=CC=CC=1.C1(=[O:25])CCCCC1>C(O)(=O)C.C([O-])(=O)C.[Co+2].C([O-])(=O)C>[C:3]1([CH3:8])[CH:4]=[C:5]([CH3:7])[CH:6]=[C:1]([CH3:11])[C:2]=1[C:9]([OH:25])=[O:10] |f:4.5.6|. Procedure details: To a flask equipped with a stirrer, condenser and an oxygen inlet were added mesitaldehyde (20.0 g, 0.135 mol), 15 mL of chlorobenzene, 15 mL (0.145 mol) of cyclohexanone and 10 mg of cobalt (II) acetate dissolved in 1 mL of acetic acid. Oxygen ws bubbled in slowly while the solution was stirred overnight. The reaction temperature was raised to 50° and the oxidation was continued for an additional 4 hr. The flask was cooled to 0° and the reaction product was removed by filtration and washed with... Reactants: CC1=CC=C(C(=O)NC(C(Cl)(Cl)Cl)Cl)C=C1 (4-methyl-N-(1,2,2,2-tetrachloroethyl)benzamide), [O-]C#N.[K+] (potassium cyanate). Run in CC(=O)C (acetone). Run at time 12 hour. The product is CC1=CC=C(C(=O)NC(C(Cl)(Cl)Cl)N=C=O)C=C1 (4-methyl-N-(2,2,2-trichloro-1-isocyanatoethyl)benzamide). Isolated yield 60.7%. RXN SMILES: [CH3:1][C:2]1[CH:16]=[CH:15][C:5]([C:6]([NH:8][CH:9](Cl)[C:10]([Cl:13])([Cl:12])[Cl:11])=[O:7])=[CH:4][CH:3]=1.[O-:17][C:18]#[N:19].[K+]>CC(C)=O>[CH3:1][C:2]1[CH:16]=[CH:15][C:5]([C:6]([NH:8][CH:9]([N:19]=[C:18]=[O:17])[C:10]([Cl:13])([Cl:12])[Cl:11])=[O:7])=[CH:4][CH:3]=1 |f:1.2|. Reported procedure: A stirred solution of Example 37D (1.00 g, 3.32.00 mmol) in acetone (20 mL) at ambient temperature was treated with potassium cyanate (1.60 g, 16.0 mmol). The reaction mixture was stirred for 12 hours, concentrated, and the crude residue was purified by flash chromatography (elution with 50% ethyl acetate/hexanes) to provide 620 mg of the desired product as an off-white solid. The reactants are C(CCCCCCCC=C)(=O)OC (methyl 9-decenoate), C(C=C)#N (acrylonitrile), C(CCCCCCCC=C)(=O)O (9-decenoic acid). The product is C(CCCCCCC\C=C/CCCCCCCC)(=O)O (oleic acid), C(CCCCCCC\C=C/CCCCCCCC)(=O)OC (methyl oleate). Reaction SMILES: C(#N)C=C.[C:5]([OH:16])(=[O:15])[CH2:6][CH2:7][CH2:8][CH2:9][CH2:10][CH2:11][CH2:12][CH:13]=[CH2:14].[C:17]([O:28][CH3:29])(=[O:27])[CH2:18][CH2:19][CH2:20][CH2:21][CH2:22][CH2:23][CH2:24][CH:25]=[CH2:26]>>[C:5]([OH:16])(=[O:15])[CH2:6][CH2:7][CH2:8][CH2:9][CH2:10][CH2:11][CH2:12]/[CH:13]=[CH:14]\[CH2:17][CH2:18][CH2:19][CH2:20][CH2:21][CH2:22][CH2:23][CH3:24].[C:17]([O:28][CH3:29])(=[O:27])[CH2:18][CH2:19][CH2:20][CH2:21][CH2:22][CH2:23][CH2:24]/[CH:25]=[CH:26]\[CH2:5][CH2:6][CH2:7][CH2:8][CH2:9][CH2:10][CH2:11][CH3:12]. Procedure details: The cross metathesis reaction of acrylonitrile is preferably carried out with a compound chosen from 9-decenoic acid or methyl 9-decenoate, which are obtained from the ethenolysis of oleic acid or of methyl oleate, or of a triglyceride containing oleic acid; 10-undecenoic acid or methyl 10-undecenoate, which are obtained from the cracking of ricinoleic acid or from methyl ricinoleate, oleic acid, or methyl oleate; 9-octadecenedioic acid or methyl 9-octadecenedioate, which are obtained from homom...